From a dataset of the Open Reaction Database (ORD), a public repository of structured organic reaction records. describe an organic reaction: reactants, conditions, products, and yield Starting materials: COC(C1=CC=C(C=C1)N=CC1=CC(=CC=C1)OC)=O (4-[(3-methoxy-benzylidene)-amino]-benzoic acid methyl ester), O.[O-]S(=O)(=O)C(F)(F)F.[Yb+3].[O-]S(=O)(=O)C(F)(F)F.[O-]S(=O)(=O)C(F)(F)F (ytterbium(III) triflate hydrate), C(C(C)C)=O (isobutyraldehyde), O (water). The solvent is O1CCCC1 (tetrahydrofuran). Conditions: temperature 25 celsius, time 16 hour. Yields the product COC(=O)C=1C=C2C(C(C(NC2=CC1)C1=CC(=CC=C1)OC)(C)C)O (4-hydroxy-2-(3-methoxy-phenyl)-3,3-dimethyl-1,2,3,4-tetrahydro-quinoline-6-carboxylic acid methyl ester). The yield is 99.6%. RXN SMILES: [CH3:1][O:2][C:3](=[O:20])[C:4]1[CH:9]=[CH:8][C:7]([N:10]=[CH:11][C:12]2[CH:17]=[CH:16][CH:15]=[C:14]([O:18][CH3:19])[CH:13]=2)=[CH:6][CH:5]=1.O.[O-]S(C(F)(F)F)(=O)=O.[Yb+3].[O-]S(C(F)(F)F)(=O)=O.[O-]S(C(F)(F)F)(=O)=O.[CH:47](=[O:51])[CH:48]([CH3:50])[CH3:49].O>O1CCCC1>[CH3:1][O:2][C:3]([C:4]1[CH:5]=[C:6]2[C:7](=[CH:8][CH:9]=1)[NH:10][CH:11]([C:12]1[CH:17]=[CH:16][CH:15]=[C:14]([O:18][CH3:19])[CH:13]=1)[C:48]([CH3:50])([CH3:49])[CH:47]2[OH:51])=[O:20] |f:1.2.3.4.5|. Procedure details: To a stirred mixture solution of 4-[(3-methoxy-benzylidene)-amino]-benzoic acid methyl ester (2.7 g, 10.0 mmol) and ytterbium(III) triflate hydrate (620.3 mg, 1.0 mmol) in dry tetrahydrofuran (10 mL) at 25° C. was added isobutyraldehyde (0.93 mL, 10.2 mmol) and water (0.2 mL, 10.2 mmol) dropwise. The reaction mixture was stirred at 25° C. for 16 h. Then the reaction mixture was concentrated in vacuo and the residue was extracted with ethyl acetate (2×200 mL), washed with brine, dried over anhydr... Starting materials: C1(=CC=CC=C1)CCC=C1C(N(C(O1)=O)CCCCOC=1C=2N(C=CC1)C=CN2)=O (5-(3-phenylpropylidene)-3-[4-(imidazo[1,2-a]pyridin-8-yloxy)-butyl]oxazolidine-2,4-dione), Cl.C(C)(=O)OCC (hydrochloric acid ethyl acetate). Run in CO (methanol). Yields the product Cl.C1(=CC=CC=C1)CCC=C1C(N(C(O1)=O)CCCCOC=1C=2N(C=CC1)C=CN2)=O (5-(3-phenylpropylidene)-3-[4-(imidazo[1,2-a]pyridin-8-yloxy)butyl]oxazolidine-2,4-dione hydrochloride). Reaction SMILES: [C:1]1([CH2:7][CH2:8][CH:9]=[C:10]2[O:14][C:13](=[O:15])[N:12]([CH2:16][CH2:17][CH2:18][CH2:19][O:20][C:21]3[C:22]4[N:23]([CH:27]=[CH:28][N:29]=4)[CH:24]=[CH:25][CH:26]=3)[C:11]2=[O:30])[CH:6]=[CH:5][CH:4]=[CH:3][CH:2]=1.[ClH:31].C(OCC)(=O)C>CO>[ClH:31].[C:1]1([CH2:7][CH2:8][CH:9]=[C:10]2[O:14][C:13](=[O:15])[N:12]([CH2:16][CH2:17][CH2:18][CH2:19][O:20][C:21]3[C:22]4[N:23]([CH:27]=[CH:28][N:29]=4)[CH:24]=[CH:25][CH:26]=3)[C:11]2=[O:30])[CH:6]=[CH:5][CH:4]=[CH:3][CH:2]=1 |f:1.2,4.5|. Reported procedure: To a methanol solution of 15 mg (0.037 mmol) of 5-(3-phenylpropylidene)-3-[4-(imidazo[1,2-a]pyridin-8-yloxy)-butyl]oxazolidine-2,4-dione, 10 ml of 4N hydrochloric acid-ethyl acetate was added, followed by stirring, after which the solvent was distilled off, to yield 16 mg (97.8%, yellow oily substance) of the desired product.